From a dataset of the Open Reaction Database (ORD), a public repository of structured organic reaction records. describe an organic reaction: reactants, conditions, products, and yield Reactants: CN(C1=C(C(N(N=C1)C1CC(CC(C1)(C)C)(C)C)=O)C=O)C (5-dimethylamino-3-oxo-2-(3,3,5,5-tetramethyl-cyclohexyl)-2,3-dihydro-pyridazine-4-carbaldehyde), NN.O (H2NNH2.H2O). Run in CCO (EtOH). Product: CC1(CC(CC(C1)(C)C)N1N=CC2=C(C1=O)C=NN2)C (5-(3,3,5,5-tetramethyl-cyclohexyl)-1,5-dihydro-pyrazolo[3,4-d]pyridazin-4-one). Isolated yield 46.3%. As a reaction SMILES: C[N:2](C)[C:3]1[CH:8]=[N:7][N:6]([CH:9]2[CH2:14][C:13]([CH3:16])([CH3:15])[CH2:12][C:11]([CH3:18])([CH3:17])[CH2:10]2)[C:5](=[O:19])[C:4]=1[CH:20]=O.[NH2:23]N.O>CCO>[CH3:18][C:11]1([CH3:17])[CH2:12][C:13]([CH3:15])([CH3:16])[CH2:14][CH:9]([N:6]2[C:5](=[O:19])[C:4]3[CH:20]=[N:23][NH:2][C:3]=3[CH:8]=[N:7]2)[CH2:10]1 |f:1.2|. Reported procedure: A solution of 5-dimethylamino-3-oxo-2-(3,3,5,5-tetramethyl-cyclohexyl)-2,3-dihydro-pyridazine-4-carbaldehyde (1.19 g, 3.903 mmol) in EtOH (30 mL) was treated with H2NNH2.H2O (1.2 mL, 39.03 mmol). After stirring at reflux for 20 h, the volatiles were removed in vacuo and the solid residue was extracted with EtOAc. The organics were then washed with brine, dried (Na2SO4). After evaporation of volatiles, the residue was purified by flash chromatography (50 g (solute SiO2 cartridge, continuous gradi... The reactants are CCCC(=O)C1(c2ccc(Cl)c(Cl)c2)CCC1, NC=O, O=CO. The product is CCCC(NC=O)C1(c2ccc(Cl)c(Cl)c2)CCC1. RXN SMILES: [C:1]([CH2:2][CH2:3][CH3:4])(=[O:5])[C:6]1([c:10]2[cH:11][c:12]([Cl:17])[c:13]([Cl:16])[cH:14][cH:15]2)[CH2:7][CH2:8][CH2:9]1.[CH:18](=[O:19])[NH2:20].[CH:21]([OH:22])=[O:23]>>[CH:1]([CH2:2][CH2:3][CH3:4])([C:6]1([c:10]2[cH:11][c:12]([Cl:17])[c:13]([Cl:16])[cH:14][cH:15]2)[CH2:7][CH2:8][CH2:9]1)[NH:20][CH:18]=[O:19]. Reactants: O=C([O-])[O-], CN(C)C=O, [Cs+], [Cs+], CCI, O, NC(=O)c1[nH]c2ccc(O)cc2c1S(=O)(=O)N1CCOCC1. The product is CCOc1ccc2[nH]c(C(N)=O)c(S(=O)(=O)N3CCOCC3)c2c1. RXN SMILES: [C:23](=[O:24])([O-:25])[O-:26].[CH3:33][N:34]([CH3:35])[CH:36]=[O:37].[Cs+:27].[Cs+:28].[I:29][CH2:30][CH3:31].[OH2:32].[OH:1][c:2]1[cH:3][c:4]2[c:5]([S:14](=[O:15])(=[O:16])[N:17]3[CH2:18][CH2:19][O:20][CH2:21][CH2:22]3)[c:6]([C:11](=[O:12])[NH2:13])[nH:7][c:8]2[cH:9][cH:10]1>>[O:1]([c:2]1[cH:3][c:4]2[c:5]([S:14](=[O:15])(=[O:16])[N:17]3[CH2:18][CH2:19][O:20][CH2:21][CH2:22]3)[c:6]([C:11](=[O:12])[NH2:13])[nH:7][c:8]2[cH:9][cH:10]1)[CH2:30][CH3:31]. The reactants are CCCCC(Cc1ccc(OCCNC(=O)c2ccc(-c3ccccc3O)cc2)cc1)C(=O)OCC, [Na+], [OH-]. Yields the product CCCCC(Cc1ccc(OCCNC(=O)c2ccc(-c3ccccc3O)cc2)cc1)C(=O)[O-], [Na+]. RXN SMILES: [CH2:1]([CH2:2][CH2:3][CH3:4])[CH:5]([C:6](=[O:7])[O:8][CH2:9][CH3:10])[CH2:11][c:12]1[cH:13][cH:14][c:15]([O:18][CH2:19][CH2:20][NH:21][C:22](=[O:23])[c:24]2[cH:25][cH:26][c:27](-[c:30]3[c:31]([OH:36])[cH:32][cH:33][cH:34][cH:35]3)[cH:28][cH:29]2)[cH:16][cH:17]1.[Na+:38].[OH-:37]>>[CH2:1]([CH2:2][CH2:3][CH3:4])[CH:5]([C:6](=[O:7])[O-:8])[CH2:11][c:12]1[cH:13][cH:14][c:15]([O:18][CH2:19][CH2:20][NH:21][C:22](=[O:23])[c:24]2[cH:25][cH:26][c:27](-[c:30]3[c:31]([OH:36])[cH:32][cH:33][cH:34][cH:35]3)[cH:28][cH:29]2)[cH:16][cH:17]1.[Na+:38].